Dataset: the Open Reaction Database (ORD), a public repository of structured organic reaction records. Task: describe an organic reaction: reactants, conditions, products, and yield Starting materials: CCCC[N+](CCCC)(CCCC)CCCC, [F-], Cc1cccc(Cl)c1N1Cc2cnc(Nc3ccccc3)nc2N(c2cccc(CCO[Si](c3ccccc3)(c3ccccc3)C(C)(C)C)c2)C1=O, C1CCOC1. The product is Cc1cccc(Cl)c1N1Cc2cnc(Nc3ccccc3)nc2N(c2cccc(CCO)c2)C1=O. RXN SMILES: [CH3:54][CH2:55][CH2:56][CH2:57][N+:58]([CH2:59][CH2:60][CH2:61][CH3:62])([CH2:63][CH2:64][CH2:65][CH3:66])[CH2:67][CH2:68][CH2:69][CH3:70].[F-:53].[NH:1]([c:2]1[cH:3][cH:4][cH:5][cH:6][cH:7]1)[c:8]1[n:9][cH:10][c:11]2[c:12]([n:13]1)[N:14]([c:27]1[cH:28][c:29]([CH2:33][CH2:34][O:35][Si:36]([C:37]([CH3:38])([CH3:39])[CH3:40])([c:41]3[cH:42][cH:43][cH:44][cH:45][cH:46]3)[c:47]3[cH:48][cH:49][cH:50][cH:51][cH:52]3)[cH:30][cH:31][cH:32]1)[C:15](=[O:26])[N:16]([c:18]1[c:19]([Cl:25])[cH:20][cH:21][cH:22][c:23]1[CH3:24])[CH2:17]2.[O:71]1[CH2:72][CH2:73][CH2:74][CH2:75]1>>[NH:1]([c:2]1[cH:3][cH:4][cH:5][cH:6][cH:7]1)[c:8]1[n:9][cH:10][c:11]2[c:12]([n:13]1)[N:14]([c:27]1[cH:28][c:29]([CH2:33][CH2:34][OH:35])[cH:30][cH:31][cH:32]1)[C:15](=[O:26])[N:16]([c:18]1[c:19]([Cl:25])[cH:20][cH:21][cH:22][c:23]1[CH3:24])[CH2:17]2. The reactants are crude material, ClC1=C2C(=NC(=N1)SC)N(C(NC2)=O)C2=C(C=CC=C2F)F (5-chloro-1-(2,6-difluorophenyl)-7-(methylthio)-3,4-dihydropyrimido[4,5-d]pyrimidin-2(1H)-one), tetrakis-(triphenylphosphine)palladium(0), C(C)N(C(C1=CC(=C(C=C1)C)B1OC(C(O1)(C)C)(C)C)=O)CC (N,N-diethyl-4-methyl-3-(4,4,5,5-tetramethyl-1,3,2-dioxaborolan-2-yl)benzamide), C(=O)([O-])[O-].[K+].[K+] (K2CO3). Solvent: O (water), O1CCOCC1 (dioxane). Product: FC1=C(C(=CC=C1)F)N1C(NCC2=C1N=C(N=C2C=2C=C(C(=O)N(CC)CC)C=CC2C)SC)=O (3-[8-(2,6-difluorophenyl)-2-(methylthio)-7-oxo-5,6,7,8-tetrahydropyrimido[4,5-d]pyrimidin-4-yl]-N,N-diethyl-4-methylbenzamide). RXN SMILES: Cl[C:2]1[N:7]=[C:6]([S:8][CH3:9])[N:5]=[C:4]2[N:10]([C:15]3[C:20]([F:21])=[CH:19][CH:18]=[CH:17][C:16]=3[F:22])[C:11](=[O:14])[NH:12][CH2:13][C:3]=12.[CH2:23]([N:25]([CH2:44][CH3:45])[C:26](=[O:43])[C:27]1[CH:32]=[CH:31][C:30]([CH3:33])=[C:29](B2OC(C)(C)C(C)(C)O2)[CH:28]=1)[CH3:24].C([O-])([O-])=O.[K+].[K+]>O1CCOCC1.O>[F:22][C:16]1[CH:17]=[CH:18][CH:19]=[C:20]([F:21])[C:15]=1[N:10]1[C:4]2[N:5]=[C:6]([S:8][CH3:9])[N:7]=[C:2]([C:29]3[CH:28]=[C:27]([CH:32]=[CH:31][C:30]=3[CH3:33])[C:26]([N:25]([CH2:44][CH3:45])[CH2:23][CH3:24])=[O:43])[C:3]=2[CH2:13][NH:12][C:11]1=[O:14] |f:2.3.4|. Procedure: 5-chloro-1-(2,6-difluorophenyl)-7-(methylthio)-3,4-dihydropyrimido[4,5-d]pyrimidin-2(1H)-one (0.720 g, 2.1 mmol), N,N-diethyl-4-methyl-3-(4,4,5,5-tetramethyl-1,3,2-dioxaborolan-2-yl)benzamide from above (1.09 g, 3.15 mmol), and K2CO3 (0.868 g, 6.3 mmol), were taken up in dioxane (42 mL) and water (8.5 mL). The mixture was degassed with argon for 30 min and tetrakis-(triphenylphosphine)palladium(0) (0.183 g, 0.15 mmol) was added. The mixture was then heated under argon at 950 C for 18 h. The solv... Starting materials: C1(=CC=CC=C1)S (thiophenol), ClC1=CC=2C(=NN(N2)C2=C(C(=CC(=C2)C(C)(C)CC(C)(C)C)C(C)(C)C2=CC=CC=C2)O)C=C1 (5-chloro-2-(2-hydroxy-3-α-cumyl-5-tert-octyl-phenyl)-2H-benzotriazole), CN1C(CCC1)=O (N-methylpyrrolidone), [OH-].[K+] (potassium hydroxide). Run in O (water). Conditions: temperature 90 celsius. The product is C1(=CC=CC=C1)SC1=CC=2C(=NN(N2)C2=C(C(=CC(=C2)C(C)(C)CC(C)(C)C)C(C)(C)C2=CC=CC=C2)O)C=C1 (5-Phenylthio-2-(2-hydroxy-3-α-cumyl-5-tert-octylphenyl)-2H-benzotriazole). Isolated yield 94.7%. As a reaction SMILES: Cl[C:2]1[CH:34]=[CH:33][C:5]2=[N:6][N:7]([C:9]3[CH:14]=[C:13]([C:15]([CH2:18][C:19]([CH3:22])([CH3:21])[CH3:20])([CH3:17])[CH3:16])[CH:12]=[C:11]([C:23]([C:26]4[CH:31]=[CH:30][CH:29]=[CH:28][CH:27]=4)([CH3:25])[CH3:24])[C:10]=3[OH:32])[N:8]=[C:4]2[CH:3]=1.CN1CCCC1=O.[OH-].[K+].[C:44]1([SH:50])[CH:49]=[CH:48][CH:47]=[CH:46][CH:45]=1>O>[C:44]1([S:50][C:2]2[CH:34]=[CH:33][C:5]3=[N:6][N:7]([C:9]4[CH:14]=[C:13]([C:15]([CH2:18][C:19]([CH3:22])([CH3:21])[CH3:20])([CH3:17])[CH3:16])[CH:12]=[C:11]([C:23]([C:26]5[CH:31]=[CH:30][CH:29]=[CH:28][CH:27]=5)([CH3:25])[CH3:24])[C:10]=4[OH:32])[N:8]=[C:4]3[CH:3]=2)[CH:49]=[CH:48][CH:47]=[CH:46][CH:45]=1 |f:2.3|. Reported procedure: To a stirred mixture of 75 g of 5-chloro-2-(2-hydroxy-3-α-cumyl-5-tert-octyl-phenyl)-2H-benzotriazole and 105 g of N-methylpyrrolidone heated at 90° C. is added first 44.3 g of 45% aqueous potassium hydroxide solution over a 15-minute period then 20.4 g of thiophenol over another 15 minutes. The reaction mixture is then heated at 170-175° C. for four hours with water being removed by distillation. After cooling to 100° C., xylene and water are added and the resultant mixture is made acidic with ... Starting materials: ClC1=NC(=NC(=N1)Cl)N1C(CC(CC1(C)C)OC(C1=CC=CC=C1)=O)(C)C (2,4-Dichloro-6-(2,2,6,6-tetramethyl-4-benzoyloxy-piperidin-1-yl)-1,3,5-triazine), C(CCC)N (n-butylamine), C=1(C(=CC=CC1)C)C (xylene), O (water), [OH-].[Na+] (sodium hydroxide). Run at time 15 hour. Product: C(CCC)NC1=NC(=NC(=N1)NCCCC)N1C(CC(CC1(C)C)C(C1=CC=CC=C1)=O)(C)C (2,4-Bis-butylamino-6-(2,2,6,6-tetramethyl-4-benzoylpiperidin-1-yl)-1,3,5-triazine). Reaction SMILES: Cl[C:2]1[N:7]=[C:6](Cl)[N:5]=[C:4]([N:9]2[C:14]([CH3:16])([CH3:15])[CH2:13][CH:12](OC(=O)C3C=CC=CC=3)[CH2:11][C:10]2([CH3:27])[CH3:26])[N:3]=1.[CH2:28]([NH2:32])[CH2:29][CH2:30][CH3:31].[OH-:33].[Na+].O.[C:36]1([CH3:43])[C:37](C)=[CH:38][CH:39]=[CH:40][CH:41]=1>>[CH2:28]([NH:32][C:2]1[N:7]=[C:6]([NH:9][CH2:10][CH2:11][CH2:12][CH3:13])[N:5]=[C:4]([N:9]2[C:10]([CH3:27])([CH3:26])[CH2:11][CH:12]([C:43](=[O:33])[C:36]3[CH:41]=[CH:40][CH:39]=[CH:38][CH:37]=3)[CH2:13][C:14]2([CH3:15])[CH3:16])[N:3]=1)[CH2:29][CH2:30][CH3:31] |f:2.3|. Procedure details: 20.5 g of 2,4-dichloro-6-(2,2,6,6-tetramethyl-4-benzoyloxypiperidin-1-yl)-1,3,5-triazine (prepared according to Example 2) are stirred in 200 ml of xylene with 8.0 g of n-butylamine at reflux for 4 hours. 4.4 g of pulverized sodium hydroxide are added to the reaction mixture and it is stirred for a further 15 hours at reflux. The contents of the flask are cooled to room temperature and, after addition of 100 ml of water, are vigorously stirred until the precipitated salt has completely gone into... The reactants are O=C([O-])O, Cc1ccccc1, ClCCl, O=C(Cl)Cl, COc1ccccc1-c1cn(S(=O)(=O)c2ccc(C)cc2)c2ncc(-c3cc(F)c(N)c(C(=O)N(C)C)c3)cc12, [Na+]. The product is COc1ccccc1-c1cn(S(=O)(=O)c2ccc(C)cc2)c2ncc(-c3cc(F)c(N=C=O)c(C(=O)N(C)C)c3)cc12. As a reaction SMILES: [C:44]([O-:45])(=[O:46])[OH:47].[CH3:53][c:54]1[cH:55][cH:56][cH:57][cH:58][cH:59]1.[Cl:41][CH2:42][Cl:43].[Cl:49][C:50](=[O:51])[Cl:52].[NH2:1][c:2]1[c:3]([C:4](=[O:5])[N:6]([CH3:7])[CH3:8])[cH:9][c:10](-[c:14]2[cH:15][c:16]3[c:17]([n:18][cH:19]2)[n:20]([S:31](=[O:32])(=[O:33])[c:34]2[cH:35][cH:36][c:37]([CH3:40])[cH:38][cH:39]2)[cH:21][c:22]3-[c:23]2[c:24]([O:29][CH3:30])[cH:25][cH:26][cH:27][cH:28]2)[cH:11][c:12]1[F:13].[Na+:48]>>[N:1]([c:2]1[c:3]([C:4](=[O:5])[N:6]([CH3:7])[CH3:8])[cH:9][c:10](-[c:14]2[cH:15][c:16]3[c:17]([n:18][cH:19]2)[n:20]([S:31](=[O:32])(=[O:33])[c:34]2[cH:35][cH:36][c:37]([CH3:40])[cH:38][cH:39]2)[cH:21][c:22]3-[c:23]2[c:24]([O:29][CH3:30])[cH:25][cH:26][cH:27][cH:28]2)[cH:11][c:12]1[F:13])=[C:44]=[O:45].